The task is: describe an organic reaction: reactants, conditions, products, and yield. This data is from the Open Reaction Database (ORD), a public repository of structured organic reaction records. Starting materials: C([O-])([O-])=O.[K+].[K+] (Potassium carbonate), FC1=C(CBr)C(=CC(=C1)F)F (2,4,6-trifluorobenzyl bromide), C1(CCCCC1)N1C(NC(C(=C1O)C(=O)NCC(=O)OCC)=O)=O (ethyl N-[(1-cyclohexyl-6-hydroxy-2,4-dioxo-1,2,3,4-tetrahydro-5-pyrimidinyl)carbonyl]glycinate), Cl (hydrochloric acid). Run in CN(C=O)C (dimethylformamide). Conditions: time 8 hour. The product is C1(CCCCC1)N1C(N(C(C(=C1O)C(=O)NCC(=O)O)=O)CC1=C(C=C(C=C1F)F)F)=O (N-({1-Cyclohexyl-6-hydroxy-2,4-dioxo-3-[(2,4,6-trifluorophenyl)methyl]-1,2,3,4-tetrahydro-5-pyrimidinyl}carbonyl)glycine). Yield: 52.7%. As a reaction SMILES: [CH:1]1([N:7]2[C:12]([OH:13])=[C:11]([C:14]([NH:16][CH2:17][C:18]([O:20]CC)=[O:19])=[O:15])[C:10](=[O:23])[NH:9][C:8]2=[O:24])[CH2:6][CH2:5][CH2:4][CH2:3][CH2:2]1.C(=O)([O-])[O-].[K+].[K+].[F:31][C:32]1[CH:39]=[C:38]([F:40])[CH:37]=[C:36]([F:41])[C:33]=1[CH2:34]Br.Cl>CN(C)C=O>[CH:1]1([N:7]2[C:12]([OH:13])=[C:11]([C:14]([NH:16][CH2:17][C:18]([OH:20])=[O:19])=[O:15])[C:10](=[O:23])[N:9]([CH2:34][C:33]3[C:32]([F:31])=[CH:39][C:38]([F:40])=[CH:37][C:36]=3[F:41])[C:8]2=[O:24])[CH2:2][CH2:3][CH2:4][CH2:5][CH2:6]1 |f:1.2.3|. Reported procedure: A mixture of ethyl N-[(1-cyclohexyl-6-hydroxy-2,4-dioxo-1,2,3,4-tetrahydro-5-pyrimidinyl)carbonyl]glycinate (340 mg, 1.0 mmoles), pulv. Potassium carbonate (740 mg, 5.35 mmoles) and 2,4,6-trifluorobenzyl bromide (337 mg, 1.5 mmoles) in dimethylformamide (5 mL) was vigorously stirred at 100° C. for 3 hours. The mixture was poured into 1 molar hydrochloric acid and extracted with ethyl acetate. The organic solution was washed with 1 molar hydrochloric acid and evaporated. The residue was purified ...